From a dataset of the Open Reaction Database (ORD), a public repository of structured organic reaction records. describe an organic reaction: reactants, conditions, products, and yield The reactants are CC[SiH](CC)CC, ClCCl, COc1ccc(CN2C(=O)C(O)(c3cc4c(C)noc4cc3O)c3ccccc32)cc1, O=C(O)C(F)(F)F. The product is COc1ccc(CN2C(=O)C(c3cc4c(C)noc4cc3O)c3ccccc32)cc1. Reaction SMILES: [CH2:32]([SiH:33]([CH2:34][CH3:35])[CH2:36][CH3:37])[CH3:38].[Cl:46][CH2:47][Cl:48].[OH:1][C:2]1([c:21]2[c:22]([OH:31])[cH:23][c:24]3[c:25]([c:26]([CH3:29])[n:27][o:28]3)[cH:30]2)[C:3](=[O:20])[N:4]([CH2:11][c:12]2[cH:13][cH:14][c:15]([O:18][CH3:19])[cH:16][cH:17]2)[c:5]2[cH:6][cH:7][cH:8][cH:9][c:10]21.[OH:39][C:40]([C:41]([F:42])([F:43])[F:44])=[O:45]>>[CH:2]1([c:21]2[c:22]([OH:31])[cH:23][c:24]3[c:25]([c:26]([CH3:29])[n:27][o:28]3)[cH:30]2)[C:3](=[O:20])[N:4]([CH2:11][c:12]2[cH:13][cH:14][c:15]([O:18][CH3:19])[cH:16][cH:17]2)[c:5]2[cH:6][cH:7][cH:8][cH:9][c:10]21. Reactants: COC([C@@H](NC(C(CC1=CC=C(C=C1)C(NO)=N)C(N(C)C)=O)=O)C1CCCCC1)=O ((S)-Cyclohexyl-{2-(R,S)-dimethylcarbamoyl-3-[4-(N-hydroxycarbamimidoyl)-phenyl]-propionylamino}-acetic acid methyl ester). Reagents/catalysts: [Pd] (palladium on charcoal). Solvent: C(C)(=O)O (acetic acid). Run at time 9 hour. Product: C(C)(=O)O.COC([C@H](C1CCCCC1)NC(C(CC1=CC=C(C=C1)C(N)=N)C(N(C)C)=O)=O)=O ([3-(4-Carbamimidoyl-phenyl)-2-(R,S)-dimethylcarbamoyl-propionylamino]-(S)-cyclohexyl-acetic Acid Methyl Ester Acetic Acid Salt). Reaction SMILES: [CH3:1][O:2][C:3](=[O:31])[C@H:4]([CH:25]1[CH2:30][CH2:29][CH2:28][CH2:27][CH2:26]1)[NH:5][C:6](=[O:24])[CH:7]([C:19](=[O:23])[N:20]([CH3:22])[CH3:21])[CH2:8][C:9]1[CH:14]=[CH:13][C:12]([C:15](=[NH:18])[NH:16]O)=[CH:11][CH:10]=1>C(O)(=O)C.[Pd]>[C:3]([OH:31])(=[O:2])[CH3:4].[CH3:1][O:2][C:3](=[O:31])[C@@H:4]([NH:5][C:6](=[O:24])[CH:7]([C:19](=[O:23])[N:20]([CH3:22])[CH3:21])[CH2:8][C:9]1[CH:14]=[CH:13][C:12]([C:15](=[NH:16])[NH2:18])=[CH:11][CH:10]=1)[CH:25]1[CH2:30][CH2:29][CH2:28][CH2:27][CH2:26]1 |f:3.4|. Procedure details: (S)-Cyclohexyl-{2-(R,S)-dimethylcarbamoyl-3-[4-(N-hydroxycarbamimidoyl)-phenyl]-propionylamino}-acetic acid methyl ester (13 g, 30 mmol) was dissolved in acetic acid (150 ml). After addition of palladium on charcoal (10%, 100 mg) the mixture was hydrogenated at 50° C. for 9 hours. The catalyst was filtered off, the solvent evaporated and the residue dissolved in water and lyophilized. Yield: 14.3 g (100%); MS m/z: 417.4 (M+H)+. Reactants: CC1(C(N(C2=NC=CN=C21)C2CCN(CC2)C(=O)OC(C)(C)C)=O)C (tert-butyl 4-(7,7-dimethyl-6-oxo-6,7-dihydro-5H-pyrrolo[2,3-b]pyrazin-5-yl)piperidine-1-carboxylate), Cl (hydrogen chloride). The solvent is CCOC(=O)C (EtOAc). Yields the product Cl.CC1(C(N(C2=NC=CN=C21)C2CCNCC2)=O)C (7,7-dimethyl-5-(piperidin-4-yl)-5H-pyrrolo[2,3-b]pyrazin-6(7H)-one hydrochloride). RXN SMILES: [CH3:1][C:2]1([CH3:25])[C:10]2[C:5](=[N:6][CH:7]=[CH:8][N:9]=2)[N:4]([CH:11]2[CH2:16][CH2:15][N:14](C(OC(C)(C)C)=O)[CH2:13][CH2:12]2)[C:3]1=[O:24].[ClH:26]>CCOC(C)=O>[ClH:26].[CH3:1][C:2]1([CH3:25])[C:10]2[C:5](=[N:6][CH:7]=[CH:8][N:9]=2)[N:4]([CH:11]2[CH2:16][CH2:15][NH:14][CH2:13][CH2:12]2)[C:3]1=[O:24] |f:3.4|. Procedure: To a stirred cooled (0° C.) solution of tert-butyl 4-(7,7-dimethyl-6-oxo-6,7-dihydro-5H-pyrrolo[2,3-b]pyrazin-5-yl)piperidine-1-carboxylate (0.700 g, 2.021 mmol) in EtOAc (15 mL) was added hydrogen chloride (2.53 ml, 10.10 mmol). The mixture was then stirred at room temperature over the weekend, concentrated to dryness and used in the next step (570 mg, 100%). MS (M+1): 283.1 Starting materials: ice water, FC=1C=C2C(=C(CC2=CC1)C)CC(=O)O (5-fluoro-2-methyl-3-indenylacetic acid), COC1=CC=C(C=O)C=C1 (p-methoxybenzaldehyde), C[O-].[Na+] (sodium methoxide), Cl (hydrochloric acid). The solvent is CO (methanol). Reaction conditions: time 6 hour. Yields the product FC=1C=C2C(=C(/C(/C2=CC1)=C(\C1=CC=CC=C1)/OC)C)CC(=O)O ((Z)-5-fluoro-2-methyl-1-(-methoxybenzylidene)-3-indenylacetic acid). RXN SMILES: [F:1][C:2]1[CH:3]=[C:4]2[C:8](=[CH:9][CH:10]=1)[CH2:7][C:6]([CH3:11])=[C:5]2[CH2:12][C:13]([OH:15])=[O:14].CO[C:18]1[CH:25]=[CH:24][C:21]([CH:22]=[O:23])=[CH:20][CH:19]=1.[CH3:26][O-].[Na+].Cl>CO>[F:1][C:2]1[CH:3]=[C:4]2[C:8](=[CH:9][CH:10]=1)/[C:7](=[C:22](\[O:23][CH3:26])/[C:21]1[CH:24]=[CH:25][CH:18]=[CH:19][CH:20]=1)/[C:6]([CH3:11])=[C:5]2[CH2:12][C:13]([OH:15])=[O:14] |f:2.3|. Procedure details: 5-fluoro-2-methyl-3-indenylacetic acid (15 g, 0.072 mol), p-methoxybenzaldehyde (12.39 g, 0.091 mol) and sodium methoxide (13.0 g, 0.24 mol) are heated in methanol (200 ml) at 60° C. under nitrogen with stirring for 6 hours. After cooling, the reaction mixture is poured into 750 ml of ice-water, and is acidified with 2.5 N hydrochloric acid. The collected solid is triturated with a little ether to produce (Z)-5-fluoro-2-methyl-1-(-methoxybenzylidene)-3-indenylacetic acid (m.p. 184-186° C.). The reactants are ClC1=C(C(=CC2=C1C(OC(N2)=O)(C)C)Cl)OCCCCSC2=CC=C(C=C2)C (5,7-dichloro-6-[4-(4-methyl-phenylmercapto)-butoxy]-4,4-dimethyl-4H-3,1-benzoxazin-2-one), OO (hydrogen peroxide). Yields the product ClC1=C(C(=CC2=C1C(OC(N2)=O)(C)C)Cl)OCCCCS(=O)C2=CC=C(C=C2)C (5,7-Dichloro-6-[4-(4-methyl-phenylsulfinyl)-butoxy]-4,4-dimethyl-4H-3,1-benzoxazin-2-one). RXN SMILES: [Cl:1][C:2]1[C:7]2[C:8]([CH3:14])([CH3:13])[O:9][C:10](=[O:12])[NH:11][C:6]=2[CH:5]=[C:4]([Cl:15])[C:3]=1[O:16][CH2:17][CH2:18][CH2:19][CH2:20][S:21][C:22]1[CH:27]=[CH:26][C:25]([CH3:28])=[CH:24][CH:23]=1.[OH:29]O>>[Cl:1][C:2]1[C:7]2[C:8]([CH3:13])([CH3:14])[O:9][C:10](=[O:12])[NH:11][C:6]=2[CH:5]=[C:4]([Cl:15])[C:3]=1[O:16][CH2:17][CH2:18][CH2:19][CH2:20][S:21]([C:22]1[CH:27]=[CH:26][C:25]([CH3:28])=[CH:24][CH:23]=1)=[O:29]. Reported procedure: Prepared analogously to Example 2 from 5,7-dichloro-6-[4-(4-methyl-phenylmercapto)-butoxy]-4,4-dimethyl-4H-3,1-benzoxazin-2-one and hydrogen peroxide. Reactants: C[Si](C#CC(CCCCCCCC)=O)(C)C (1-(trimethylsilyl)-1-undecyn-3-one), [BH4-].[Na+] (NaBH4). The solvent is CO (methanol). Run at temperature 0 celsius, time 15 minute. The product is C[Si](C#CC(CCCCCCCC)O)(C)C (1-(trimethylsilyl)-1-undecyn-3-ol). As a reaction SMILES: [CH3:1][Si:2]([CH3:16])([CH3:15])[C:3]#[C:4][C:5](=[O:14])[CH2:6][CH2:7][CH2:8][CH2:9][CH2:10][CH2:11][CH2:12][CH3:13].[BH4-].[Na+]>CO>[CH3:16][Si:2]([CH3:1])([CH3:15])[C:3]#[C:4][CH:5]([OH:14])[CH2:6][CH2:7][CH2:8][CH2:9][CH2:10][CH2:11][CH2:12][CH3:13] |f:1.2|. Reported procedure: To 200 ml of methanol was added 10 g (41.93 mmol) of the product of Example 5. The reaction mixture was cooled to 0° C. and 0.53 g (14 mmol) of NaBH4 was added portionwise over 5 minutes. After an additional 15 minutes, the reaction was quenched with acetone and the solvent removed under reduced pressure. The residue was partitioned between water and diethyl ether. The aqueous layer was extracted one additional time with diethyl ether and the combined organic extracts were washed 1x with brine a...